From a dataset of the Open Reaction Database (ORD), a public repository of structured organic reaction records. describe an organic reaction: reactants, conditions, products, and yield The reactants are [H-].[Na+] (sodium hydride), C(C)C1=C2C(=C(C=C(C2=CC=C1)C=O)OC)OCOC (5-ethyl-3-methoxy-4-methoxymethoxy-1-naphthalenecarbaldehyde), O (water), C(C)OP(=O)(OCC)CC(=O)N1CCCCC1 (N-(diethoxyphosphoryl)acetylpiperidine). The solvent is CN(C=O)C (N,N-dimethylformamide), CN(C=O)C (N,N-dimethylformamide). Run at time 10 minute. Yields the product C(C)C1=C2C(=C(C=C(C2=CC=C1)/C=C/C(=O)N1CCCCC1)OC)OCOC ((E)-1-[3-(5-ethyl-3-methoxy-4-methoxymethoxy-1-naphthyl)-1-oxo-2-propenyl]piperidine). Yield: 98.4%. As a reaction SMILES: [H-].[Na+].C(OP([CH2:11][C:12]([N:14]1[CH2:19][CH2:18][CH2:17][CH2:16][CH2:15]1)=[O:13])(OCC)=O)C.[CH2:20]([C:22]1[CH:31]=[CH:30][CH:29]=[C:28]2[C:23]=1[C:24]([O:36][CH2:37][O:38][CH3:39])=[C:25]([O:34][CH3:35])[CH:26]=[C:27]2[CH:32]=O)[CH3:21].O>CN(C)C=O>[CH2:20]([C:22]1[CH:31]=[CH:30][CH:29]=[C:28]2[C:23]=1[C:24]([O:36][CH2:37][O:38][CH3:39])=[C:25]([O:34][CH3:35])[CH:26]=[C:27]2/[CH:32]=[CH:11]/[C:12]([N:14]1[CH2:15][CH2:16][CH2:17][CH2:18][CH2:19]1)=[O:13])[CH3:21] |f:0.1|. Procedure details: 0.15 g of 60% sodium hydride was suspended in 20 ml of N,N-dimethylformamide, to which 1.15 g of N-(diethoxyphosphoryl)acetylpiperidine was gradually added at room temperature. After stirring for 10 minutes, a solution of 800 mg of 5-ethyl-3-methoxy-4-methoxymethoxy-1-naphthalenecarbaldehyde in N,N-dimethylformamide (10 ml) was gradually added. After stirring for 20 minutes, water was added, followed by extraction with ethyl acetate. The combined extracts were washed with water and dried over an... Reactants: NC1=C(C(=O)O)C=CC=C1[N+](=O)[O-] (2-amino-3-nitro-benzoic acid), [N+](=[N-])=C (diazomethane). Run in CO (methanol). Yields the product COC(C1=C(C(=CC=C1)[N+](=O)[O-])N)=O (2-Amino-3-nitro-benzoic acid methyl ester). RXN SMILES: [NH2:1][C:2]1[C:10]([N+:11]([O-:13])=[O:12])=[CH:9][CH:8]=[CH:7][C:3]=1[C:4]([OH:6])=[O:5].[N+](=[CH2:16])=[N-]>CO>[CH3:16][O:5][C:4](=[O:6])[C:3]1[CH:7]=[CH:8][CH:9]=[C:10]([N+:11]([O-:13])=[O:12])[C:2]=1[NH2:1]. Procedure details: To a solution of 2-amino-3-nitro-benzoic acid (6 g, 33 mmol) in methanol (20 mL), an ethereal solution of diazomethane gas was added until the staring material is completely consumed. The reaction mixture was then evaporated under reduced pressure. The crude solid obtained was purified by flash column chromatography using 5% ethylacetate & hexane as an eluent, to obtain the required product as a yellow coloured solid. The reactants are COC(C1=CC(=C(C=C1)O)Cl)=O (3-chloro-4-hydroxybenzoic acid methyl ester), C1=CC(=CC=C1OCCO)OCCO (1,4-(2-hydroxyethoxy)benzene), ice water. Reagents/catalysts: O.C1(=CC=C(C=C1)S(=O)(=O)O)C (PTD). The product is OCCOC1=CC=C(OCCOC(C2=CC(=C(C=C2)O)Cl)=O)C=C1 (3-chloro-4-hydroxybenzoic acid 2-[4-(β-hydroxyethoxy)-phenoxy]ethyl ester). Yield: 94.1%. RXN SMILES: [CH3:1][O:2][C:3](=[O:12])[C:4]1[CH:9]=[CH:8][C:7]([OH:10])=[C:6]([Cl:11])[CH:5]=1.[CH:13]1[C:18]([O:19][CH2:20][CH2:21][OH:22])=[CH:17][CH:16]=[C:15]([O:23][CH2:24]CO)[CH:14]=1>O.C1(C)C=CC(S(O)(=O)=O)=CC=1>[OH:22][CH2:21][CH2:20][O:19][C:18]1[CH:13]=[CH:14][C:15]([O:23][CH2:24][CH2:1][O:2][C:3](=[O:12])[C:4]2[CH:9]=[CH:8][C:7]([OH:10])=[C:6]([Cl:11])[CH:5]=2)=[CH:16][CH:17]=1 |f:2.3|. Procedure details: A 300-ml eggplant type flask was charged with 16.3 g of 3-chloro-4-hydroxybenzoic acid methyl ester, 87 g of 1,4-(2-hydroxyethoxy)benzene and further with 0.8 g of PTD (p-toluenesulfonic acid monohydrate) as a catalyst to form a mixture. The mixture was stirred with heating on an oil bath, externally regulated at a temperature of 150° C., to react the mixture for 5 hours. The reaction mixture was poured into ice water followed by extracting with ethyl acetate, drying over anhydrous magnesium sul... Reactants: NC=1C=C(C=CC1Cl)S(=O)(=O)N[C@@H]1CC[C@H](CC1)C(=O)OC (Methyl trans-4-(3-amino-4-chloro-phenylsulfonamido)cyclohexane-carboxylate), [N+](=O)([O-])C=1C=C(C=CC1C)S(=O)(=O)N[C@@H]1CC[C@H](CC1)C(=O)OC (methyl trans-4-(3-nitro-4-methyl-phenylsulfonamido)cyclohexane-carboxylate), [N+](=O)([O-])C=1C=C(C=CC1C)S(=O)(=O)N[C@@H]1CC[C@H](CC1)C(=O)OC (methyl trans-4-(3-nitro-4-methyl-phenylsulfonamido)cyclohexane-carboxylate). The product is NC=1C=C(C=CC1C)S(=O)(=O)N[C@@H]1CC[C@H](CC1)C(=O)OC (Methyl trans-4-(3-amino-4-methyl-phenylsulfonamido)cyclohexane-carboxylate). Reaction SMILES: NC1C=C(S(N[C@H]2CC[C@H](C(OC)=O)CC2)(=O)=O)C=CC=1Cl.[N+:23]([C:26]1[CH:27]=[C:28]([S:33]([NH:36][C@H:37]2[CH2:42][CH2:41][C@H:40]([C:43]([O:45][CH3:46])=[O:44])[CH2:39][CH2:38]2)(=[O:35])=[O:34])[CH:29]=[CH:30][C:31]=1[CH3:32])([O-])=O>>[NH2:23][C:26]1[CH:27]=[C:28]([S:33]([NH:36][C@H:37]2[CH2:38][CH2:39][C@H:40]([C:43]([O:45][CH3:46])=[O:44])[CH2:41][CH2:42]2)(=[O:35])=[O:34])[CH:29]=[CH:30][C:31]=1[CH3:32]. Procedure: Methyl trans-4-(3-amino-4-methyl-phenylsulfonamido)cyclohexane-carboxylate was prepared by a method analogous to the method used to prepare Intermediate 10 using methyl trans-4-(3-nitro-4-methyl-phenylsulfonamido)cyclohexane-carboxylate (Intermediate 5) as the starting material. MS MH+ 327.2 The reactants are ice water, ice, [N+](=O)(O)[O-] (nitric acid), CC1(OC2=C(C1)C=CC=C2)C (2,3-dihydro-2,2-dimethylbenzofuran). The solvent is S(O)(O)(=O)=O (sulfuric acid). Run at temperature 5 celsius, time 2.5 hour. Product: CC1(OC2=C(C1)C=C(C=C2)[N+](=O)[O-])C (2,3-dihydro-2,2-dimethyl-5-nitrobenzofuran). RXN SMILES: [N+:1]([O-:4])(O)=[O:2].[CH3:5][C:6]1([CH3:15])[CH2:10][C:9]2[CH:11]=[CH:12][CH:13]=[CH:14][C:8]=2[O:7]1>S(=O)(=O)(O)O>[CH3:5][C:6]1([CH3:15])[CH2:10][C:9]2[CH:11]=[C:12]([N+:1]([O-:4])=[O:2])[CH:13]=[CH:14][C:8]=2[O:7]1. Reported procedure: During a one hour period an ice cold mixture of 43 mL concentrated nitric acid and 50 mL of concentrated sulfuric acid was added dropwise to 100.0 g (0.67 mole) 2,3-dihydro-2,2-dimethylbenzofuran while maintaining the temperature of 5° C. After complete addition the mixture was stirred at 0° C. for 2.5 hours. The reaction mixture was poured into ice water and the total extracted with diethyl ether. The extract was dried over anhydrous magnesium chloride and filtered. Evaporation of the filtrate ... Product: CCc1c(OCc2ccccc2)ccc(Oc2c(C)cc([N+](=O)[O-])c3c2CCC3)c1OCCc1ccccc1. Starting materials: CCc1c(OCc2ccccc2)ccc(Oc2c(C)cc([N+](=O)[O-])c3c2CCC3)c1O, OCCc1ccccc1. As a reaction SMILES: [CH2:1]([c:2]1[cH:3][cH:4][cH:5][cH:6][cH:7]1)[O:8][c:9]1[c:10]([CH2:30][CH3:31])[c:11]([OH:29])[c:12]([O:15][c:16]2[c:17]3[c:21]([c:22]([N+:26](=[O:27])[O-:28])[cH:23][c:24]2[CH3:25])[CH2:20][CH2:19][CH2:18]3)[cH:13][cH:14]1.[OH:32][CH2:33][CH2:34][c:35]1[cH:36][cH:37][cH:38][cH:39][cH:40]1>>[CH2:1]([c:2]1[cH:3][cH:4][cH:5][cH:6][cH:7]1)[O:8][c:9]1[c:10]([CH2:30][CH3:31])[c:11]([O:29][CH2:33][CH2:34][c:35]2[cH:36][cH:37][cH:38][cH:39][cH:40]2)[c:12]([O:15][c:16]2[c:17]3[c:21]([c:22]([N+:26](=[O:27])[O-:28])[cH:23][c:24]2[CH3:25])[CH2:20][CH2:19][CH2:18]3)[cH:13][cH:14]1.